This data is from the Open Reaction Database (ORD), a public repository of structured organic reaction records. The task is: describe an organic reaction: reactants, conditions, products, and yield Reactants: Fc1ccc2c(-c3ccc(OCCCBr)cc3)noc2c1, CC#N, CCOC(C)=O, [I-], [K+], NCc1ccccc1. Product: Fc1ccc2c(-c3ccc(OCCCNCc4ccccc4)cc3)noc2c1. RXN SMILES: [Br:1][CH2:2][CH2:3][CH2:4][O:5][c:6]1[cH:7][cH:8][c:9](-[c:12]2[n:13][o:14][c:15]3[c:16]2[cH:17][cH:18][c:19]([F:21])[cH:20]3)[cH:10][cH:11]1.[CH3:32][C:33]#[N:34].[CH3:35][CH2:36][O:37][C:38](=[O:39])[CH3:40].[I-:31].[K+:30].[NH2:22][CH2:23][c:24]1[cH:25][cH:26][cH:27][cH:28][cH:29]1>>[CH2:2]([CH2:3][CH2:4][O:5][c:6]1[cH:7][cH:8][c:9](-[c:12]2[n:13][o:14][c:15]3[c:16]2[cH:17][cH:18][c:19]([F:21])[cH:20]3)[cH:10][cH:11]1)[NH:22][CH2:23][c:24]1[cH:25][cH:26][cH:27][cH:28][cH:29]1.